Dataset: the Open Reaction Database (ORD), a public repository of structured organic reaction records. Task: describe an organic reaction: reactants, conditions, products, and yield Yields the product C1(=CC=CC=C1)SCCCN1CCN(CC1)CC(CN1C=NC=2N(C(N(C)C(C12)=O)=O)C)O (7-[3-[4-(3-phenylthiopropyl)-1-piperazinyl]-2-hydroxypropyl]theophylline). As a reaction SMILES: Cl.Cl.[C:3]1([S:9][CH2:10][CH2:11][CH2:12][N:13]2[CH2:18][CH2:17][N:16]([CH2:19][CH:20]([OH:35])[CH2:21][N:22]3[C:31]4[C:30](=[O:32])[N:28]([CH3:29])[C:27](=[O:33])[N:26]([CH3:34])[C:25]=4[N:24]=[CH:23]3)[CH2:15][CH2:14]2)[CH:8]=[CH:7][CH:6]=[CH:5][CH:4]=1.C(=O)([O-])[O-].[K+].[K+]>CCOCC>[C:3]1([S:9][CH2:10][CH2:11][CH2:12][N:13]2[CH2:18][CH2:17][N:16]([CH2:19][CH:20]([OH:35])[CH2:21][N:22]3[C:31]4[C:30](=[O:32])[N:28]([CH3:29])[C:27](=[O:33])[N:26]([CH3:34])[C:25]=4[N:24]=[CH:23]3)[CH2:15][CH2:14]2)[CH:4]=[CH:5][CH:6]=[CH:7][CH:8]=1 |f:0.1.2,3.4.5|. Run in CCOCC (ether). Procedure details: 1.0 g of 7-[3-[4-(3-phenylthiopropyl)-1-piperazinyl]-2-hydroxypropyl]theophylline 2 HCl suspended in 50 ml of ether is stirred with excess dilute aqueous potassium carbonate solution until the salt is completely dissolved. The organic layer is then separated, washed twice with water, dried over magnesium sulfate and evaporated to yield 7-[3-[4-(3-phenylthiopropyl)-1-piperazinyl]-2-hydroxypropyl]theophylline as the free base. Reactants: Cl.Cl.C1(=CC=CC=C1)SCCCN1CCN(CC1)CC(CN1C=NC=2N(C(N(C)C(C12)=O)=O)C)O (7-[3-[4-(3-phenylthiopropyl)-1-piperazinyl]-2-hydroxypropyl]theophylline 2 HCl), C([O-])([O-])=O.[K+].[K+] (potassium carbonate). As a reaction SMILES: [CH2:1]([c:2]1[cH:3][cH:4][cH:5][cH:6][cH:7]1)[O:8][c:9]1[cH:10][c:11]([Cl:37])[c:12]([CH2:13][CH:14]2[C:15](=[O:33])[N:16]([CH:19]3[CH2:20][CH2:21][CH:22]([O:25][Si:26]([CH3:27])([CH3:28])[C:29]([CH3:30])([CH3:31])[CH3:32])[CH2:23][CH2:24]3)[CH2:17][CH2:18]2)[c:34]([Cl:36])[cH:35]1.[CH2:41]1[O:42][CH2:43][CH2:44][CH2:45]1.[OH-:38].[OH-:39].[Pd+2:40]>>[OH:8][c:9]1[cH:10][c:11]([Cl:37])[c:12]([CH2:13][CH:14]2[C:15](=[O:33])[N:16]([CH:19]3[CH2:20][CH2:21][CH:22]([O:25][Si:26]([CH3:27])([CH3:28])[C:29]([CH3:30])([CH3:31])[CH3:32])[CH2:23][CH2:24]3)[CH2:17][CH2:18]2)[c:34]([Cl:36])[cH:35]1. Product: CC(C)(C)[Si](C)(C)OC1CCC(N2CCC(Cc3c(Cl)cc(O)cc3Cl)C2=O)CC1. Reactants: CC(C)(C)[Si](C)(C)OC1CCC(N2CCC(Cc3c(Cl)cc(OCc4ccccc4)cc3Cl)C2=O)CC1, C1CCOC1, [OH-], [OH-], [Pd+2]. Reactants: C(C)OC(C=C(CN[C@@H](C[C@H](C)OCC)C(NC1=NN(C=C1)CC(C)(C)O)=O)OC1=C(C(=CC=C1)Cl)Cl)=O (3-(2,3-Dichloro-phenoxy)-4-{(1S,3S)-3-ethoxy-1-[1-(2-hydroxy-2-methyl-propyl)-1H-pyrazol-3-ylcarbamoyl]-butylamino}-but-2-enoic acid ethyl ester). Solvent: O1CCCC1 (tetrahydrofuran). Conditions: temperature 160 celsius. The product is OC(CN1N=C(C=C1)NC([C@H](C[C@H](C)OCC)N1C(C=C(C1)OC1=C(C(=CC=C1)Cl)Cl)=O)=O)(C)C ((2S,4S)-2-[4-(2,3-dichloro-phenoxy)-2-oxo-2,5-dihydro-pyrrol-1-yl]-4-ethoxy-pentanoic acid [1-(2-hydroxy-2-methyl-propyl)-1H-pyrazol-3-yl]-amide). The yield is 36.3%. RXN SMILES: C(O[C:4](=[O:38])[CH:5]=[C:6]([O:29][C:30]1[CH:35]=[CH:34][CH:33]=[C:32]([Cl:36])[C:31]=1[Cl:37])[CH2:7][NH:8][C@H:9]([C:16](=[O:28])[NH:17][C:18]1[CH:22]=[CH:21][N:20]([CH2:23][C:24]([OH:27])([CH3:26])[CH3:25])[N:19]=1)[CH2:10][C@@H:11]([O:13][CH2:14][CH3:15])[CH3:12])C>O1CCCC1>[OH:27][C:24]([CH3:25])([CH3:26])[CH2:23][N:20]1[CH:21]=[CH:22][C:18]([NH:17][C:16](=[O:28])[C@@H:9]([N:8]2[CH2:7][C:6]([O:29][C:30]3[CH:35]=[CH:34][CH:33]=[C:32]([Cl:36])[C:31]=3[Cl:37])=[CH:5][C:4]2=[O:38])[CH2:10][C@@H:11]([O:13][CH2:14][CH3:15])[CH3:12])=[N:19]1. Procedure: 3-(2,3-Dichloro-phenoxy)-4-{(1S,3S)-3-ethoxy-1-[1-(2-hydroxy-2-methyl-propyl)-1H-pyrazol-3-ylcarbamoyl]-butylamino}-but-2-enoic acid ethyl ester (120 mg) was dissolved in tetrahydrofuran (2 mL). The sealed tube was heated in a microwave at 160° C. for 4 h. The resulting solution was concentrated and the residue was purified by reverse phase column chromatography (acetonitrile in water 25% to 100%) to give (2S,4S)-2-[4-(2,3-dichloro-phenoxy)-2-oxo-2,5-dihydro-pyrrol-1-yl]-4-ethoxy-pentanoic acid ... Starting materials: [Br-], O=C([O-])[O-], CN(C)C=O, [K+], [K+], c1ccc2[nH]cnc2c1, c1cnc(N2CC[N+]3(CCCC3)CC2)nc1. Yields the product c1cnc(N2CCN(CCCCn3cnc4ccccc43)CC2)nc1. RXN SMILES: [Br-:1].[C:27](=[O:28])([O-:29])[O-:30].[CH3:33][N:34]([CH3:35])[CH:36]=[O:37].[K+:31].[K+:32].[n:18]1[cH:19][nH:20][c:21]2[c:22]1[cH:23][cH:24][cH:25][cH:26]2.[n:2]1[c:3]([N:8]2[CH2:9][CH2:10][N+:11]3([CH2:12][CH2:13][CH2:14][CH2:15]3)[CH2:16][CH2:17]2)[n:4][cH:5][cH:6][cH:7]1>>[n:2]1[c:3]([N:8]2[CH2:9][CH2:10][N:11]([CH2:15][CH2:14][CH2:13][CH2:12][n:18]3[cH:19][n:20][c:21]4[c:22]3[cH:23][cH:24][cH:25][cH:26]4)[CH2:16][CH2:17]2)[n:4][cH:5][cH:6][cH:7]1. Reactants: CC(C)(C)n1cc(N)cn1, C1CCOC1, [K+], [K+], O=C([O-])[O-], O=C(Cl)Oc1ccccc1. The product is CC(C)(C)n1cc(NC(=O)Oc2ccccc2)cn1. As a reaction SMILES: [C:1]([CH3:2])([CH3:3])([CH3:4])[n:5]1[n:6][cH:7][c:8]([NH2:10])[cH:9]1.[CH2:27]1[O:28][CH2:29][CH2:30][CH2:31]1.[K+:21].[K+:22].[O-:23][C:24]([O-:25])=[O:26].[c:11]1([O:17][C:18](=[O:19])[Cl:20])[cH:12][cH:13][cH:14][cH:15][cH:16]1>>[C:1]([CH3:2])([CH3:3])([CH3:4])[n:5]1[n:6][cH:7][c:8]([NH:10][C:18]([O:17][c:11]2[cH:12][cH:13][cH:14][cH:15][cH:16]2)=[O:19])[cH:9]1. Starting materials: C([O-])([O-])=O (carbonate), C(C)(=O)O[BH-](OC(C)=O)OC(C)=O (triacetoxy borohydride), C1(CC1)CN(C1=CC(=NC=N1)C(=O)NC1=C(C=C(C=C1)C=O)C)CCC (6-((cyclopropylmethyl)(propyl)amino)-N-(4-formyl-2-methylphenyl)pyrimidine-4-carboxamide), C1(CC1)CN(C1=CC(=NC=N1)C(=O)NC1=C(C=C(C=C1)C=O)C)CCC (6-((cyclopropylmethyl)(propyl)amino)-N-(4-formyl-2-methylphenyl)pyrimidine-4-carboxamide), Cl.CNCC(=O)OC(C)(C)C (tert-butyl 2-(methylamino)acetate hydrochloride). The solvent is C(Cl)Cl (DCM). Conditions: time 18 hour. The product is C1(CC1)CN(C1=CC(=NC=N1)C(=O)NC1=C(C=C(CN(CC(=O)OC(C)(C)C)C)C=C1)C)CCC (tert-butyl 2-((4-(6-((cyclopropylmethyl)(propyl)amino)pyrimidine-4-carboxamido)-3-methylbenzyl)(methyl)amino)acetate). Reaction SMILES: [CH:1]1([CH2:4][N:5]([CH2:24][CH2:25][CH3:26])[C:6]2[N:11]=[CH:10][N:9]=[C:8]([C:12]([NH:14][C:15]3[CH:20]=[CH:19][C:18](C=O)=[CH:17][C:16]=3[CH3:23])=[O:13])[CH:7]=2)[CH2:3][CH2:2]1.Cl.[CH3:28][NH:29][CH2:30][C:31]([O:33][C:34]([CH3:37])([CH3:36])[CH3:35])=[O:32].[C:38](=O)([O-])[O-].C(O[BH-](OC(=O)C)OC(=O)C)(=O)C>C(Cl)Cl>[CH:1]1([CH2:4][N:5]([CH2:24][CH2:25][CH3:26])[C:6]2[N:11]=[CH:10][N:9]=[C:8]([C:12]([NH:14][C:15]3[CH:20]=[CH:19][C:18]([CH2:28][N:29]([CH3:38])[CH2:30][C:31]([O:33][C:34]([CH3:37])([CH3:36])[CH3:35])=[O:32])=[CH:17][C:16]=3[CH3:23])=[O:13])[CH:7]=2)[CH2:3][CH2:2]1 |f:1.2|. Reported procedure: A solution of 6-((cyclopropylmethyl)(propyl)amino)-N-(4-formyl-2-methylphenyl)pyrimidine-4-carboxamide (Intermediate 29, 100 mg; 0.28 mmol) in DCM (5 ml) was treated with tert-butyl 2-(methylamino)acetate hydrochloride (227.1 mg; 1.24 mmol) and polymer supported carbonate (150 mg) followed by polymer supported triacetoxy borohydride (150 mg). After stirring for 18 hours the mixture was filtered and the solvent removed in vacuo. The residue was purified by column chromatography (silica) eluting w... The reactants are C(C=C)C1=C(C(=CC(=C1)C(C)C)Br)O (2-allyl-6-bromo-4-isopropylphenol), BrC1=C(C=CC(=C1)C(C)C)O (2-bromo-4-isopropylphenol), Intermediate 8, Intermediate 9, ClC=1C=C(C(=O)OO)C=CC1 (3-chloroperoxybenzoic acid), C([O-])([O-])=O.[K+].[K+] (potassium carbonate), C(C=C)OCC=C (allyl ether), C([O-])([O-])=O.[K+].[K+] (potassium carbonate), C(C=C)Br (allyl bromide), C(C=C)C1=C(C(=CC(=C1)C(C)C)Br)O (2-allyl-6-bromo-4-isopropylphenol). Run in C1(=CC(=CC(=C1)C)C)C (mesitylene). Yields the product BrC1=CC(=CC=2CC(OC21)CO)C(C)C ((±)-(7-bromo-5-isopropyl-2,3-dihydro-1-benzofuran-2-yl)methanol). The yield is 17.0%. As a reaction SMILES: [Br:1][C:2]1[CH:7]=[C:6]([CH:8]([CH3:10])[CH3:9])[CH:5]=[CH:4][C:3]=1[OH:11].C(=O)([O-])[O-].[K+].[K+].C(Br)C=C.[CH2:22]([O:25]CC=C)[CH:23]=[CH2:24].C(C1C=C(C(C)C)C=C(Br)C=1O)C=C.ClC1C=C(C=CC=1)C(OO)=O>C1(C)C=C(C)C=C(C)C=1>[Br:1][C:2]1[C:3]2[O:11][CH:23]([CH2:22][OH:25])[CH2:24][C:4]=2[CH:5]=[C:6]([CH:8]([CH3:9])[CH3:10])[CH:7]=1 |f:1.2.3|. Procedure: To a solution of 4-isopropylphenol (13.38 g, 98.0 mmol) with N-bromosuccinimide (17.5 g, 98 mmol) generally according to the procedure described for Example 305 afforded 13.78 g (65%) of 2-bromo-4-isopropylphenol. Treatment of 2-bromo-4-isopropylphenol (13.74 g, 41.0 mmol) with potassium carbonate (22.0 g, 160 mmol) and allyl bromide (9.23 g, 76.8 mmol), followed by refluxing the resultant allyl ether in mesitylene generally according to the procedure described for Intermediate 8 provided 2-ally... The reactants are Br, Br, ClC(Cl)(Cl)Cl, CCC1(c2ccccc2)OC(=O)C(C)O1. The product is CC1OC(c2ccccc2)(C(C)Br)OC1=O. Reaction SMILES: [Br:17].[BrH:16].[C:18]([Cl:19])([Cl:20])([Cl:21])[Cl:22].[CH2:1]([CH3:2])[C:3]1([c:10]2[cH:11][cH:12][cH:13][cH:14][cH:15]2)[O:4][CH:5]([CH3:9])[C:6](=[O:8])[O:7]1>>[CH:1]([CH3:2])([C:3]1([c:10]2[cH:11][cH:12][cH:13][cH:14][cH:15]2)[O:4][CH:5]([CH3:9])[C:6](=[O:8])[O:7]1)[Br:16]. Reactants: N[C@H]1CN(CCC1)C(=O)OC(C)(C)C (Tert-butyl (3R)-3-aminopiperidine-1-carboxylate), tris(dibencylidenoacetone)dipalladium(0), C([O-])([O-])=O.[Cs+].[Cs+] (cesium carbonate), ClC1=CN=CC(=N1)C=1C=NN2C1C=NC=C2 (3-(6-chloropyrazin-2-yl)pyrazolo[1,5-a]pyrazine). The reagents and catalysts are CC1(C2=CC=CC(=C2OC=2C(=CC=CC12)P(C1=CC=CC=C1)C1=CC=CC=C1)P(C1=CC=CC=C1)C1=CC=CC=C1)C (9,9-dimethyl-4,5-bis(diphenylphosphino) xanthene). The solvent is CN(C)C=O (N,N′-dimethylformamide). Conditions: temperature 100 celsius. Yields the product N1=CC(=C2N1C=CN=C2)C2=CN=CC(=N2)N[C@H]2CN(CCC2)C(=O)OC(C)(C)C ((R)-tert-Butyl 3-(6-(pyrazolo[1,5-a]pyrazin-3-yl)pyrazin-2-ylamino)piperidine-1-carboxylate). Yield: 43.5%. RXN SMILES: [NH2:1][C@@H:2]1[CH2:7][CH2:6][CH2:5][N:4]([C:8]([O:10][C:11]([CH3:14])([CH3:13])[CH3:12])=[O:9])[CH2:3]1.C(=O)([O-])[O-].[Cs+].[Cs+].Cl[C:22]1[N:27]=[C:26]([C:28]2[CH:29]=[N:30][N:31]3[CH:36]=[CH:35][N:34]=[CH:33][C:32]=23)[CH:25]=[N:24][CH:23]=1>CN(C=O)C.CC1(C)C2C=CC=C(P(C3C=CC=CC=3)C3C=CC=CC=3)C=2OC2C1=CC=CC=2P(C1C=CC=CC=1)C1C=CC=CC=1>[N:30]1[N:31]2[CH:36]=[CH:35][N:34]=[CH:33][C:32]2=[C:28]([C:26]2[N:27]=[C:22]([NH:1][C@@H:2]3[CH2:7][CH2:6][CH2:5][N:4]([C:8]([O:10][C:11]([CH3:14])([CH3:13])[CH3:12])=[O:9])[CH2:3]3)[CH:23]=[N:24][CH:25]=2)[CH:29]=1 |f:1.2.3|. Reported procedure: Tert-butyl (3R)-3-aminopiperidine-1-carboxylate (0.41 g, 2.05 mmol), tris(dibencylidenoacetone)dipalladium(0) (0.034 g, 0.037 mmol), 9,9-dimethyl-4,5-bis(diphenylphosphino) xanthene (0.043 g, 0.074 mmol) and cesium carbonate (0.848 g, 2.6 mmol) were added to a suspension of 3-(6-chloropyrazin-2-yl)pyrazolo[1,5-a]pyrazine (Preparation 29b, 0.43 g, 1.86 mmol)) in N,N′-dimethylformamide (10 mL) and the resulting mixture was purged with argon before being heated to 100° C. for 7 h. After cooling to ...